Task: describe an organic reaction: reactants, conditions, products, and yield. Dataset: the Open Reaction Database (ORD), a public repository of structured organic reaction records The reactants are C(CCC)NC(=O)/C=C/[C@@H](C[C@H]1[C@@H](N(C(O1)(C)C)C(=O)OC(C)(C)C)CC1CCCCC1)C(C)C (t-butyl (4S,5S)-5-[(S,E)-4-(butylcarbamoyl)-2-isopropyl-3-butenyl]-4-(cyclohexylmethyl)-2,2-dimethyl-3-oxazolidinecarboxylate), Cl (hydrochloric acid). Solvent: CO (methanol), CO (methanol). Conditions: time 5 hour. The product is N[C@H]([C@H](C[C@H](/C=C/C(=O)NCCCC)C(C)C)O)CC1CCCCC1 ((E,4S,6S,7S)-7-amino-N-butyl-8-cyclohexyl-6-hydroxy-4-isopropyl-2-octenamide). Isolated yield 83.2%. RXN SMILES: [CH2:1]([NH:5][C:6](/[CH:8]=[CH:9]/[C@H:10]([CH:33]([CH3:35])[CH3:34])[CH2:11][C@@H:12]1[O:16]C(C)(C)[N:14](C(OC(C)(C)C)=O)[C@H:13]1[CH2:26][CH:27]1[CH2:32][CH2:31][CH2:30][CH2:29][CH2:28]1)=[O:7])[CH2:2][CH2:3][CH3:4].Cl>CO>[NH2:14][C@@H:13]([CH2:26][CH:27]1[CH2:28][CH2:29][CH2:30][CH2:31][CH2:32]1)[C@@H:12]([OH:16])[CH2:11][C@@H:10]([CH:33]([CH3:34])[CH3:35])/[CH:9]=[CH:8]/[C:6]([NH:5][CH2:1][CH2:2][CH2:3][CH3:4])=[O:7]. Procedure: 0.53 g (1.07 mmol) of t-butyl (4S,5S)-5-[(S,E)-4-(butylcarbamoyl)-2-isopropyl-3-butenyl]-4-(cyclohexylmethyl)-2,2-dimethyl-3-oxazolidinecarboxylate is dissolved in 18.2 ml of methanol and treated at 10° with 6.4 ml of 3.88M hydrochloric acid in methanol. The reaction mixture is subsequently stirred at room temperature for 5 hours and thereafter evaporated. The residue is dissolved in methylene chloride and the methylene chloride solution is washed with 2N sodium bicarbonate solution, dried over ... Reactants: CS(=O)(=O)OCC(F)(F)F, CC1CCCN1CCCOc1cnc2c(c1)cc(C(=O)N1CCC(F)(F)CC1)n2S(C)(=O)=O, [H-], [Na+]. The product is CC1CCCN1CCCOc1cnc2c(c1)cc(C(=O)N1CCC(F)(F)CC1)n2CC(F)(F)F. Reaction SMILES: [CH3:36][S:37]([O:38][CH2:41][C:42]([F:43])([F:44])[F:45])(=[O:39])=[O:40].[F:1][C:2]1([F:33])[CH2:3][CH2:4][N:5]([C:8](=[O:9])[c:10]2[cH:11][c:12]3[c:13]([n:14][cH:15][c:16]([O:18][CH2:19][CH2:20][CH2:21][N:22]4[CH:23]([CH3:27])[CH2:24][CH2:25][CH2:26]4)[cH:17]3)[n:28]2[S:29]([CH3:30])(=[O:31])=[O:32])[CH2:6][CH2:7]1.[H-:34].[Na+:35]>>[F:1][C:2]1([F:33])[CH2:3][CH2:4][N:5]([C:8](=[O:9])[c:10]2[cH:11][c:12]3[c:13]([n:14][cH:15][c:16]([O:18][CH2:19][CH2:20][CH2:21][N:22]4[CH:23]([CH3:27])[CH2:24][CH2:25][CH2:26]4)[cH:17]3)[n:28]2[CH2:41][C:42]([F:43])([F:44])[F:45])[CH2:6][CH2:7]1. Reactants: CSC, CC(=O)O, C[Mg+], CCC=C(C)C(=O)N1C(=O)OCC1c1ccccc1, [Cl-], [Cl-], Br[Cu]Br, [Li+], C1CCOC1, O. Yields the product CCC(C)C(C)C(=O)N1C(=O)OCC1c1ccccc1. Reaction SMILES: [CH3:25][S:26][CH3:27].[CH3:37][C:38](=[O:39])[OH:40].[CH3:4][Mg+:5].[CH3:6][C:7]([C:8](=[O:9])[N:10]1[C:11](=[O:21])[O:12][CH2:13][CH:14]1[c:15]1[cH:16][cH:17][cH:18][cH:19][cH:20]1)=[CH:22][CH2:23][CH3:24].[Cl-:2].[Cl-:3].[Cu:28]([Br:29])[Br:30].[Li+:1].[O:32]1[CH2:33][CH2:34][CH2:35][CH2:36]1.[OH2:31]>>[CH3:4][CH:22]([CH:7]([CH3:6])[C:8](=[O:9])[N:10]1[C:11](=[O:21])[O:12][CH2:13][CH:14]1[c:15]1[cH:16][cH:17][cH:18][cH:19][cH:20]1)[CH2:23][CH3:24]. The reactants are NC=O, O=[N+]([O-])c1cc2c(c([N+](=O)[O-])c1)OCC2, N. Yields the product Nc1c(CCO)cc([N+](=O)[O-])cc1[N+](=O)[O-]. Reaction SMILES: [CH:17]([NH2:18])=[O:19].[N+:1](=[O:2])([O-:3])[c:4]1[cH:5][c:6]([N+:13](=[O:14])[O-:15])[c:7]2[c:8]([cH:12]1)[CH2:9][CH2:10][O:11]2.[NH3:16]>>[N+:1](=[O:2])([O-:3])[c:4]1[cH:5][c:6]([N+:13](=[O:14])[O-:15])[c:7]([NH2:16])[c:8]([CH2:9][CH2:10][OH:11])[cH:12]1.